Dataset: the Open Reaction Database (ORD), a public repository of structured organic reaction records. Task: describe an organic reaction: reactants, conditions, products, and yield The reactants are FC=1C=C(C=C(C1)F)C(C)NC(C1=CC=C(C=C1)OCCC)C1=CC(=CC=C1)[N+](=O)[O-] (N-[1-(3,5-difluorophenyl)ethyl]-N-[(3-nitrophenyl)-(4-propoxyphenyl)methyl]amine), [BH4-].[Na+] (sodium borohydride). Reagents/catalysts: O.O.O.O.O.O.[Ni](Cl)Cl (nickel chloride hexahydrate). The product is FC=1C=C(C=C(C1)F)C(C)NC(C=1C=C(C=CC1)N)C1=CC=C(C=C1)OCCC (3-{[1-(3,5-Difluorophenyl)ethylamino]-(4-propoxyphenyl)methyl}phenylamine). The yield is 89.5%. Reaction SMILES: [F:1][C:2]1[CH:3]=[C:4]([CH:9]([NH:11][CH:12]([C:23]2[CH:28]=[CH:27][CH:26]=[C:25]([N+:29]([O-])=O)[CH:24]=2)[C:13]2[CH:18]=[CH:17][C:16]([O:19][CH2:20][CH2:21][CH3:22])=[CH:15][CH:14]=2)[CH3:10])[CH:5]=[C:6]([F:8])[CH:7]=1.[BH4-].[Na+]>O.O.O.O.O.O.[Ni](Cl)Cl>[F:1][C:2]1[CH:3]=[C:4]([CH:9]([NH:11][CH:12]([C:13]2[CH:14]=[CH:15][C:16]([O:19][CH2:20][CH2:21][CH3:22])=[CH:17][CH:18]=2)[C:23]2[CH:24]=[C:25]([NH2:29])[CH:26]=[CH:27][CH:28]=2)[CH3:10])[CH:5]=[C:6]([F:8])[CH:7]=1 |f:1.2,3.4.5.6.7.8.9|. Reported procedure: Following a similar procedure to that described in Example (1b), 1.10 g of N-[1-(3,5-difluorophenyl)ethyl]-N-[(3-nitrophenyl)-(4-propoxyphenyl)methyl]amine [prepared as described in step (a) above], 1.41 g of nickel chloride hexahydrate and 411 mg of sodium borohydride were reacted, to obtain 915 mg of the title compound as a yellow oil.